From a dataset of the Open Reaction Database (ORD), a public repository of structured organic reaction records. describe an organic reaction: reactants, conditions, products, and yield Starting materials: CC1(N=C1C1=CC=CC=C1)C (2,2-dimethyl-3-phenyl-2H-azirine), CC=1C=C(C=O)C=C(C1N(C)C)C (3,5-dimethyl-4-(dimethylamino)benzaldehyde). Solvent: O1CCOCC1 (1,4-dioxane). The product is CN(C1=C(C=C(C=C1C)C1C(=NC(O1)(C)C)C1=CC=CC=C1)C)C (5-[4(dimethylamino)-3,5-xylyl]-2,2-dimethyl-4-phenyl-3-oxazoline). As a reaction SMILES: [CH3:1][C:2]1([CH3:11])[C:4]([C:5]2[CH:10]=[CH:9][CH:8]=[CH:7][CH:6]=2)=[N:3]1.[CH3:12][C:13]1[CH:14]=[C:15]([CH:18]=[C:19]([CH3:24])[C:20]=1[N:21]([CH3:23])[CH3:22])[CH:16]=[O:17]>O1CCOCC1>[CH3:23][N:21]([CH3:22])[C:20]1[C:19]([CH3:24])=[CH:18][C:15]([CH:16]2[O:17][C:2]([CH3:1])([CH3:11])[N:3]=[C:4]2[C:5]2[CH:6]=[CH:7][CH:8]=[CH:9][CH:10]=2)=[CH:14][C:13]=1[CH3:12]. Procedure details: 2.6 g of 2,2-dimethyl-3-phenyl-2H-azirine and 2,5 g of 3,5-dimethyl-4-(dimethylamino)benzaldehyde were exposed to light for 2 hours in 300 ml of 1,4-dioxane (with the light source described in Example 2). After purification as described in Example 12 and crystallization from n-pentane, there was obtained 5-[4(dimethylamino)-3,5-xylyl]-2,2-dimethyl-4-phenyl-3-oxazoline which melted at 91°-92° C. after drying for 2 hours at 50° C. and 13 Torr. Reactants: Cl.NC1=CC=CC=C1 (aniline hydrochloride), CN1C(OCC1)=O (3-methyl-2-oxazolidinone), COCCOCCO (2-(2-methoxyethoxy)ethanol), C(=O)=O (carbon dioxide). Run at temperature 170 celsius, time 17 hour. Product: CNCCNC1=CC=CC=C1 (N-Methyl-N'-phenyl-1,2-ethanediamine). Reaction SMILES: Cl.[NH2:2][C:3]1[CH:8]=[CH:7][CH:6]=[CH:5][CH:4]=1.[CH3:9][N:10]1[CH2:14][CH2:13]OC1=O.COCCOCCO.C(=O)=O>>[CH3:9][NH:10][CH2:14][CH2:13][NH:2][C:3]1[CH:8]=[CH:7][CH:6]=[CH:5][CH:4]=1 |f:0.1|. Procedure details: A mixture of aniline hydrochloride (13.0 g, 0.10 mole), 3-methyl-2-oxazolidinone (11.0 g, 0.109 mole) and 35 ml of 2-(2-methoxyethoxy)ethanol was heated to 170° C. in an oil bath. The reaction mixture became homogenous and carbon dioxide evolution occurred on heating. After 17 hours, the reaction was allowed to cool to room temperature. After a workup procedure similar to that described in Example 1 and distillation at 105° C. to 110° C. (0.4 mm), an 81 percent distilled yield of the product was... Reactants: BrC1=CC=CC(=C1)N(C)C. Reagents/catalysts: OC(C)(C)C(O)(C)C, N(CC)(CC)CC, O1BOC=2C=CC=CC12, FC=1C(F)=C(F)C(B(C=2C(F)=C(F)C(F)=C(F)C2F)C=3C(F)=C(F)C(F)=C(F)C3F)=C(F)C1F. The solvent is C=1C=CC(=CC1)C. Reaction conditions: temperature 120 celsius, time 48 hour. Product: BrC1=CC(=CC=C1B2OC(C)(C)C(O2)(C)C)N(C)C. Yield: 62.0%. Procedure details: Prepared from 3-bromo-N,N-dimethylaniline (1i, 40.0 mg, 0.200 mmol, 1.00 equiv) and catBH (36.0 mg, 0.300 mmol, 1.50 equiv) according to GP 1. The title compound was purified by flash column chromatography using cyclohexane/EtOAc/Et3N (30/1/1) as eluent to afford 3i[S4] (40.1 mg, 62%) as a white solid. Reaction SMILES: [Br:1][C:2]1[CH:3]=[CH:4][C:5]([N+:15]([O-])=O)=[C:6]([NH:8][C@@H:9]([CH2:13][CH3:14])[C:10](O)=[O:11])[CH:7]=1.BrC1C=C2C(N[C@@H](CC)C(=O)N2)=CC=1>>[Br:1][C:2]1[CH:7]=[C:6]2[C:5](=[CH:4][CH:3]=1)[NH:15][C:10](=[O:11])[C@H:9]([CH2:13][CH3:14])[NH:8]2. Procedure: (2S)-2-[(5-bromo-2-nitrophenyl)amino]butanoic acid was treated according to the procedure for the preparation of (3S)-7-bromo-3-ethyl-3,4-dihydroquinoxalin-2(1H)-one (see Example 31) to yield (3S)-6-bromo-3-ethyl-3,4-dihydroquinoxalin-2(1H)-one. Reactants: BrC=1C=CC(=C(C1)N[C@H](C(=O)O)CC)[N+](=O)[O-] ((2S)-2-[(5-bromo-2-nitrophenyl)amino]butanoic acid), BrC1=CC=C2N[C@H](C(NC2=C1)=O)CC ((3S)-7-bromo-3-ethyl-3,4-dihydroquinoxalin-2(1H)-one). The product is BrC=1C=C2N[C@H](C(NC2=CC1)=O)CC ((3S)-6-bromo-3-ethyl-3,4-dihydroquinoxalin-2(1H)-one). Starting materials: S(O)(O)(=O)=O (sulfuric acid), FC1=CC=C(C=C1)N1C=C(C(C2=CC(=CC=C12)O)=O)C(=O)O (1-(4-Fluorophenyl)-6-hydroxy-4-oxo-1,4-dihydroquinoline-3-carboxylic acid), C([O-])(O)=O.[Na+] (sodium bicarbonate). Solvent: CO (methanol). The product is FC1=CC=C(C=C1)N1C=C(C(C2=CC(=CC=C12)O)=O)C(=O)OC (Methyl 1-(4-fluorophenyl)-6-hydroxy-4-oxo-1,4-dihydroquinoline-3-carboxylate). Isolated yield 74.0%. RXN SMILES: [F:1][C:2]1[CH:7]=[CH:6][C:5]([N:8]2[C:17]3[C:12](=[CH:13][C:14]([OH:18])=[CH:15][CH:16]=3)[C:11](=[O:19])[C:10]([C:20]([OH:22])=[O:21])=[CH:9]2)=[CH:4][CH:3]=1.S(=O)(=O)(O)O.[C:28](=O)(O)[O-].[Na+]>CO>[F:1][C:2]1[CH:3]=[CH:4][C:5]([N:8]2[C:17]3[C:12](=[CH:13][C:14]([OH:18])=[CH:15][CH:16]=3)[C:11](=[O:19])[C:10]([C:20]([O:22][CH3:28])=[O:21])=[CH:9]2)=[CH:6][CH:7]=1 |f:2.3|. Procedure details: Compound K (383 mg, 1.28 mmol, 1.00 eq) was dissolved in methanol (6.4 mL) and concentrated sulfuric acid (0.64 mL) was added dropwise. The reaction was heated to reflux for 3 hours at which point it was cooled and neutralized with a saturated solution of sodium bicarbonate. The mixture was extracted with a solution of 3:1 CHCl3:IPA (2×) and the combined organics were dried (MgSO4), filtered and concentrated in vacuo. Purification by flash chromatography on silica gel using 0-20% 89:10:1 DCM:met... Starting materials: CCCCCC.CCOC(=O)C (hexane EtOAc), ClC1=CC=C2C(=CC=NC2=C1)N1CCNCC1 (7-Chloro-4-(piperazin-1-yl)quinoline), FC1=CC=C(C=C1)N=C=O (4-fluorophenyl isocyanate). Solvent: C1CCOC1 (THF). Product: ClC1=CC=C2C(=CC=NC2=C1)N1CCN(CC1)C(=O)NC1=CC=C(C=C1)F (7-Chloro-4-[4-(4-fluorophenylaminocarbonyl)piperazin-1-yl]quinoline). The yield is 51.2%. Reaction SMILES: [Cl:1][C:2]1[CH:11]=[C:10]2[C:5]([C:6]([N:12]3[CH2:17][CH2:16][NH:15][CH2:14][CH2:13]3)=[CH:7][CH:8]=[N:9]2)=[CH:4][CH:3]=1.[F:18][C:19]1[CH:24]=[CH:23][C:22]([N:25]=[C:26]=[O:27])=[CH:21][CH:20]=1.CCCCCC.CCOC(C)=O>C1COCC1>[Cl:1][C:2]1[CH:11]=[C:10]2[C:5]([C:6]([N:12]3[CH2:17][CH2:16][N:15]([C:26]([NH:25][C:22]4[CH:23]=[CH:24][C:19]([F:18])=[CH:20][CH:21]=4)=[O:27])[CH2:14][CH2:13]3)=[CH:7][CH:8]=[N:9]2)=[CH:4][CH:3]=1 |f:2.3|. Procedure details: 7-Chloro-4-(piperazin-1-yl)quinoline (0.89 g, 3.6 mmol) and 4-fluorophenyl isocyanate (409 μL, 3.6 mmol) in THF (20 mL) are reacted according to method C yielding 0.71 g of the product as a colorless solid after column chromatography with hexane-EtOAc. Reactants: O=C([O-])[O-], CCOC(=O)N1CCN(C(=O)CCl)CC1, CCOC(=O)CN, CCOC(C)=O, Cl, [Cs+], [Cs+], CN(C)C=O. The product is CCOC(=O)CNCC(=O)N1CCN(C(=O)OCC)CC1. Reaction SMILES: [C:16](=[O:17])([O-:18])[O-:19].[CH2:1]([CH3:2])[O:3][C:4](=[O:5])[N:6]1[CH2:7][CH2:8][N:9]([C:12](=[O:13])[CH2:14][Cl:15])[CH2:10][CH2:11]1.[CH2:23]([CH3:24])[O:25][C:26]([CH2:27][NH2:28])=[O:29].[CH3:35][CH2:36][O:37][C:38](=[O:39])[CH3:40].[ClH:22].[Cs+:20].[Cs+:21].[O:30]=[CH:31][N:32]([CH3:33])[CH3:34]>>[CH2:1]([CH3:2])[O:3][C:4](=[O:5])[N:6]1[CH2:7][CH2:8][N:9]([C:12](=[O:13])[CH2:14][NH:28][CH2:27][C:26]([O:25][CH2:23][CH3:24])=[O:29])[CH2:10][CH2:11]1. The reactants are FC1=CC=C(C=C1)C1=C2C(=NC(=C1C1=CC=NC=C1)C1=CC=C(C=C1)F)NN=C2 (4,6-Bis(4-fluorophenyl)-5-(4-pyridyl)-1H-pyrazolo[3,4-b]pyridine), [OH-].[K+] (KOH), crown ether, BrCCCOC1OCCCC1 (2-(3-Bromopropoxy)tetrahydropyran), O (water). Solvent: CCOC(=O)C (EtOAc), C1(=CC=CC=C1)C (toluene). Reaction conditions: temperature 100 celsius, time 24 hour. Yields the product FC1=CC=C(C=C1)C=1C=2C(N=C(C1C1=CC=NC=C1)C1=CC=C(C=C1)F)=NN(C2)CCCOC2OCCCC2 (4,6-Bis(4-fluorophenyl)-5-(4-pyridyl)-2-[3-(tetrahydropyran-2-yloxy)propyl]pyrazolo[3,4-b]pyridine). Isolated yield 52.2%. Reaction SMILES: [F:1][C:2]1[CH:7]=[CH:6][C:5]([C:8]2[C:13]([C:14]3[CH:19]=[CH:18][N:17]=[CH:16][CH:15]=3)=[C:12]([C:20]3[CH:25]=[CH:24][C:23]([F:26])=[CH:22][CH:21]=3)[N:11]=[C:10]3[NH:27][N:28]=[CH:29][C:9]=23)=[CH:4][CH:3]=1.[OH-].[K+].Br[CH2:33][CH2:34][CH2:35][O:36][CH:37]1[CH2:42][CH2:41][CH2:40][CH2:39][O:38]1.O>C1(C)C=CC=CC=1.CCOC(C)=O>[F:1][C:2]1[CH:7]=[CH:6][C:5]([C:8]2[C:9]3[C:10](=[N:27][N:28]([CH2:33][CH2:34][CH2:35][O:36][CH:37]4[CH2:42][CH2:41][CH2:40][CH2:39][O:38]4)[CH:29]=3)[N:11]=[C:12]([C:20]3[CH:25]=[CH:24][C:23]([F:26])=[CH:22][CH:21]=3)[C:13]=2[C:14]2[CH:15]=[CH:16][N:17]=[CH:18][CH:19]=2)=[CH:4][CH:3]=1 |f:1.2|. Reported procedure: A suspension of 4,6-bis(4-fluorophenyl)-5-(4-pyridyl)-1H-pyrazolo[3,4-b]pyridine (0.30 g, 0.8 mmol, obtained in example 1), KOH (0.05 g, 0.8 mmol) and crown ether 18-C-6 (0.01 g, 0.03 mmol) in toluene (10 mL) was heated to 100° C. for 1 h. 2-(3-Bromopropoxy)tetrahydropyran (0.17 g, 0.8 mmol) was added and stirred at 100° C. for 24 h. It was allowed to cool, water and EtOAc were added and the phases were separated. The aqueous phase was extracted with EtOAc. The organic phase was dried over Na2SO... Starting materials: [Si](C)(C)(C(C)(C)C)OC[C@@H]1S[C@@H](SC1)P(=O)(OCC)OCC (cis-4-(t-butyldimethylsilyloxymethyl)-2-(diethyloxyphosphinoyl)-1,3-dithiolane). Reagents/catalysts: C(C)(=O)Cl (acetyl chloride), [Cl-].[NH4+] (ammonium chloride). Run in CO (methanol). Run at temperature 0 celsius, time 30 minute. The product is C(C)OP(=O)([C@@H]1SC[C@@H](S1)CO)OCC (CIS 2-(DIETHYLOXYPHOSPHINOYL)-4-HYDROXYMETHYL-1,3-DITHIOLANE). The yield is 77.6%. RXN SMILES: [Si]([O:8][CH2:9][C@H:10]1[CH2:14][S:13][C@@H:12]([P:15]([O:20][CH2:21][CH3:22])([O:17][CH2:18][CH3:19])=[O:16])[S:11]1)(C(C)(C)C)(C)C>CO.C(Cl)(=O)C.[Cl-].[NH4+]>[CH2:18]([O:17][P:15]([O:20][CH2:21][CH3:22])([C@H:12]1[S:11][C@@H:10]([CH2:9][OH:8])[CH2:14][S:13]1)=[O:16])[CH3:19] |f:3.4|. Procedure details: To a solution of cis-4-(t-butyldimethylsilyloxymethyl)-2-(diethyloxyphosphinoyl)-1,3-dithiolane (example 49) (3.70 g, 9.56 mmol) in anhydrous methanol (50 mL) was added acetyl chloride (6 drops) at 0° C. The solution was stirred at 0° C. for 30 min and then at room temperature for 4.5 hrs. A saturated solution of ammonium chloride (3 drops) was added and the solution was stirred for 15 min followed by evaporation of solvents. The crude material was purified by flash chromatography with a mixture...